This data is from the Open Reaction Database (ORD), a public repository of structured organic reaction records. The task is: describe an organic reaction: reactants, conditions, products, and yield Reactants: C[O-].[Na+] (sodium methoxide), [N+](#[C-])CC(=O)OC (methyl isocyanoacetate), CC(C(=O)Cl)C (2-Methylpropanoyl chloride). Run in C(Cl)Cl (DCM), C([O-])(O)=O.[Na+] (sodium bicarbonate), CN(C)C=O (DMF). Conditions: temperature -50 celsius, time 30 minute. Yields the product CC(C)C1=C(N=CO1)C(=O)OC (Methyl 5-(1-methylethyl)-1,3-oxazole-4-carboxylate). As a reaction SMILES: C[O-].[Na+].[N+:4]([CH2:6][C:7]([O:9][CH3:10])=[O:8])#[C-:5].[CH3:11][CH:12]([CH3:16])[C:13](Cl)=[O:14]>CN(C=O)C.C(Cl)Cl.C(=O)(O)[O-].[Na+]>[CH3:11][CH:12]([C:13]1[O:14][CH:5]=[N:4][C:6]=1[C:7]([O:9][CH3:10])=[O:8])[CH3:16] |f:0.1,6.7|. Reported procedure: To a solution of sodium methoxide (1.86 g) in DMF (30 ml) was added methyl isocyanoacetate (2.38 ml) dropwise at −50° C. and the mixture stirred for 30 min at −50° C. 2-Methylpropanoyl chloride (3.36 ml) was added gradually to the mixture at −50° C. and the mixture stirred for 2 h at −50° C. The mixture was diluted with DCM (50 ml) and saturated sodium bicarbonate solution (50 ml) was added and the organic layer collected using a hydrophobic frit. The aqueous layer was washed with DCM (2×50 ml) ... Solvent: COCCOC (DME). Reported procedure: From 2-amino-4-methanesulfonyl-6-phenyl-pyrimidine-5-carbonitrile and piperidine in DME. EI-MS m/e (%): 279 (M+, 32), 278 ([M—H]+, 100). As a reaction SMILES: [NH2:1][C:2]1[N:7]=[C:6](S(C)(=O)=O)[C:5]([C:12]#[N:13])=[C:4]([C:14]2[CH:19]=[CH:18][CH:17]=[CH:16][CH:15]=2)[N:3]=1.[NH:20]1[CH2:25][CH2:24][CH2:23][CH2:22][CH2:21]1>COCCOC>[NH2:1][C:2]1[N:3]=[C:4]([C:14]2[CH:19]=[CH:18][CH:17]=[CH:16][CH:15]=2)[C:5]([C:12]#[N:13])=[C:6]([N:20]2[CH2:25][CH2:24][CH2:23][CH2:22][CH2:21]2)[N:7]=1. The product is NC1=NC(=C(C(=N1)C1=CC=CC=C1)C#N)N1CCCCC1 (2-Amino-4-phenyl-6-piperidin-1-yl-pyrimidine-5-carbonitrile). Starting materials: NC1=NC(=C(C(=N1)S(=O)(=O)C)C#N)C1=CC=CC=C1 (2-amino-4-methanesulfonyl-6-phenyl-pyrimidine-5-carbonitrile), N1CCCCC1 (piperidine). Reactants: BrC1CCC(N2C1=NC=C(C2=O)C(=O)O)C (9-bromo-6-methyl-4-oxo-6,7,8,9-tetrahydro-4H-pyrido[1,2-a]pyrimidine-3-carboxylic acid), C(CCC)N (n-butyl amine), Cl (hydrochloric acid), C(Cl)(Cl)Cl (chloroform), solution. Solvent: O (water). Reaction conditions: time 3 day. The product is C(CCC)NC1=CCC(N2C1=NC=C(C2=O)C(=O)O)C (9-(n-butyl-amino)-6-methyl-4-oxo-6,7-dihydro-4H-pyrido[1,2-a]pyrimidine-3-carboxylic acid). Isolated yield 31.0%. Reaction SMILES: Br[CH:2]1[C:7]2=[N:8][CH:9]=[C:10]([C:13]([OH:15])=[O:14])[C:11](=[O:12])[N:6]2[CH:5]([CH3:16])[CH2:4][CH2:3]1.C(Cl)(Cl)Cl.[CH2:21]([NH2:25])[CH2:22][CH2:23][CH3:24].Cl>O>[CH2:21]([NH:25][C:2]1[C:7]2=[N:8][CH:9]=[C:10]([C:13]([OH:15])=[O:14])[C:11](=[O:12])[N:6]2[CH:5]([CH3:16])[CH2:4][CH:3]=1)[CH2:22][CH2:23][CH3:24]. Reported procedure: 14.35 g. (0.05 mole) of 9-bromo-6-methyl-4-oxo-6,7,8,9-tetrahydro-4H-pyrido[1,2-a]pyrimidine-3-carboxylic acid are dissolved in 100 ml. of anhydrous chloroform. To the solution 15.0 ml. (0.15 mole) of n-butyl amine are added. The reaction mixture is allowed to stand for 3 days at room temperature, whereafter 70 ml. of water are added. The pH-value of the aqueous layer is adjusted under vigorous stirring to 2 by adding 10% by W/V hydrochloric acid solution. The organic layer is separated and the ...